From a dataset of the Open Reaction Database (ORD), a public repository of structured organic reaction records. describe an organic reaction: reactants, conditions, products, and yield Reactants: [Ag+], CCCCCCc1ccc(C=O)s1, CCO, O=[N+]([O-])[O-], [Na+], [OH-], O. Product: CCCCCCc1ccc(C(=O)O)s1. As a reaction SMILES: [Ag+:24].[CH2:1]([CH2:2][CH2:3][CH2:4][CH2:5][CH3:6])[c:7]1[cH:8][cH:9][c:10]([CH:12]=[O:13])[s:11]1.[CH3:14][CH2:15][OH:16].[N+:20]([O-:21])([O-:22])=[O:23].[Na+:18].[OH-:17].[OH2:19]>>[CH2:1]([CH2:2][CH2:3][CH2:4][CH2:5][CH3:6])[c:7]1[cH:8][cH:9][c:10]([C:12](=[O:13])[OH:16])[s:11]1. The reactants are C#CCBr, OCCCCCCO, CN(C)P(=O)(N(C)C)N(C)C, [H-], [Na+], C1CCOC1. Yields the product C#CCOCCCCCCO. RXN SMILES: [CH2:11]([C:12]#[CH:13])[Br:14].[CH2:1]([CH2:2][CH2:3][CH2:4][CH2:5][CH2:6][OH:7])[OH:8].[CH3:20][N:21]([CH3:22])[P:23](=[O:24])([N:25]([CH3:26])[CH3:27])[N:28]([CH3:29])[CH3:30].[H-:9].[Na+:10].[O:15]1[CH2:16][CH2:17][CH2:18][CH2:19]1>>[CH2:1]([CH2:2][CH2:3][CH2:4][CH2:5][CH2:6][O:7][CH2:13][C:12]#[CH:11])[OH:8]. The reactants are BrC1=CC=2N(C=C1)C(=CN2)C(=O)O (7-bromoimidazo[1,2-a]pyridine-3-carboxylic acid), C(C(=O)Cl)(=O)Cl (oxalyl chloride), C(C)(C)N(CC)C(C)C (diisopropylethylamine), C(C1=CC=CC=C1)N1N=CC=2C(=CC=CC12)N (1-Benzyl-1H-indazol-4-amine). Run in ClCCl (dichloromethane), CN(C)C=O (DMF), CO (methanol). The product is C(C1=CC=CC=C1)N1N=CC2=C(C=CC=C12)NC(=O)C1=CN=C2N1C=CC(=C2)Br (N-(1-benzyl-1H-indazol-4-yl)-7-bromoimidazo[1,2-a]pyridine-3-carboxamide). Yield: 69.9%. RXN SMILES: [Br:1][C:2]1[CH:7]=[CH:6][N:5]2[C:8]([C:11]([OH:13])=O)=[CH:9][N:10]=[C:4]2[CH:3]=1.C(Cl)(=O)C(Cl)=O.[CH2:20]([N:27]1[C:35]2[CH:34]=[CH:33][CH:32]=[C:31]([NH2:36])[C:30]=2[CH:29]=[N:28]1)[C:21]1[CH:26]=[CH:25][CH:24]=[CH:23][CH:22]=1.C(N(C(C)C)CC)(C)C>ClCCl.CO.CN(C=O)C>[CH2:20]([N:27]1[C:35]2[C:30](=[C:31]([NH:36][C:11]([C:8]3[N:5]4[CH:6]=[CH:7][C:2]([Br:1])=[CH:3][C:4]4=[N:10][CH:9]=3)=[O:13])[CH:32]=[CH:33][CH:34]=2)[CH:29]=[N:28]1)[C:21]1[CH:22]=[CH:23][CH:24]=[CH:25][CH:26]=1. Reported procedure: To a solution of 7-bromoimidazo[1,2-a]pyridine-3-carboxylic acid (42 mg; 0.17 mmol) in dichloromethane (1 mL) was added oxalyl chloride (1.1 equivalents; 2M solution in dichloromethane) followed by a catalytic amount of DMF. The mixture was stirred in a sealed container stirred until effervescence stopped, venting occasionally to release gas. 1-Benzyl-1H-indazol-4-amine (Example 155, Steps A-B; 39 mg; 0.17 mmol) was added followed by diisopropylethylamine (2 equivalents). The mixture was stirred...